From a dataset of the Open Reaction Database (ORD), a public repository of structured organic reaction records. describe an organic reaction: reactants, conditions, products, and yield Reactants: CN=C=O (methyl isocyanate), C([O-])([O-])=O.[Na+].[Na+] (sodium carbonate), N12CCCCCC2=NCCC1 (1,8-diazabicyclo[5.4.0]undec-7-ene), O=S1(OC2=C(CC1C)C=CC=C2S(=O)(=O)N)=O (3,4-dihydro-2,2-dioxo-3-methyl-1,2-benzoxathiin-8-ylsulfonamide). Run in O1CCOCC1 (dioxane), O (water). Reaction conditions: time 2 hour. Yields the product O=S1(OC2=C(CC1C)C=CC=C2S(=O)(=O)NC(=O)NC)=O (N-(3,4-dihydro-2,2-dioxo-3-methyl-1,2-benzoxathiin-8-ylsulfonyl)-N'-methylurea). The yield is 91.0%. RXN SMILES: N12CCCN=C1CCCCC2.[O:12]=[S:13]1(=[O:28])[CH:18]([CH3:19])[CH2:17][C:16]2[CH:20]=[CH:21][CH:22]=[C:23]([S:24]([NH2:27])(=[O:26])=[O:25])[C:15]=2[O:14]1.[CH3:29][N:30]=[C:31]=[O:32].C(=O)([O-])[O-].[Na+].[Na+]>O1CCOCC1.O>[O:28]=[S:13]1(=[O:12])[CH:18]([CH3:19])[CH2:17][C:16]2[CH:20]=[CH:21][CH:22]=[C:23]([S:24]([NH:27][C:31]([NH:30][CH3:29])=[O:32])(=[O:25])=[O:26])[C:15]=2[O:14]1 |f:3.4.5|. Procedure: 6.54 ml of 1,8-diazabicyclo[5.4.0]undec-7-ene are added to 12.1 g (0.0436 mole) of 3,4-dihydro-2,2-dioxo-3-methyl-1,2-benzoxathiin-8-ylsulfonamide in dioxane. While cooling with ice, 2.65 ml of methyl isocyanate are added dropwise. The reaction mixture is stirred for 2 hours at 20° to 25° C., then diluted with water, neutralised with 10 ml of 5% sodium carbonate solution, and filtered. Acidification of the filtrate yields 12.0 g (91% of theory) of N-(3,4-dihydro-2,2-dioxo-3-methyl-1,2-benzoxathi... Starting materials: Cc1cc2ccccc2n1N, CN1CCCC1=O, Fc1cnccc1Cl, Cl. Product: Cc1cc2ccccc2n1Nc1ccncc1F. As a reaction SMILES: [CH3:1][c:2]1[n:3]([NH2:11])[c:4]2[cH:5][cH:6][cH:7][cH:8][c:9]2[cH:10]1.[CH3:21][N:22]1[CH2:23][CH2:24][CH2:25][C:26]1=[O:27].[Cl:13][c:14]1[c:15]([F:20])[cH:16][n:17][cH:18][cH:19]1.[ClH:12]>>[CH3:1][c:2]1[n:3]([NH:11][c:14]2[c:15]([F:20])[cH:16][n:17][cH:18][cH:19]2)[c:4]2[cH:5][cH:6][cH:7][cH:8][c:9]2[cH:10]1.